From a dataset of the Open Reaction Database (ORD), a public repository of structured organic reaction records. describe an organic reaction: reactants, conditions, products, and yield The reactants are CC(C)(C)[O-].[Na+] (NaOtBu), C(C)N(CCNC(=O)C1=NC=C(C=C1)N)CC (5-amino-pyridine-2-carboxylic acid (2-diethylamino-ethyl)-amide), OC1=CC=C(CNC(C2=CC=C(C=C2)NC=2C=3N(C(=CN2)C=2C=NNC2)C=CN3)=O)C=C1 (N-(4-Hydroxybenzyl)-4-[5-(1H-pyrazol-4-yl)imidazo[1,2-a]pyrazin-8-ylamino]benzamide), BrC1=CN=C(C=2N1C=CN2)Br (5,8-dibromoimidazo[1,2-a]pyrazine). Reagents/catalysts: CC1(C2=C(C(=CC=C2)P(C3=CC=CC=C3)C4=CC=CC=C4)OC5=C(C=CC=C51)P(C6=CC=CC=C6)C7=CC=CC=C7)C (Xantphos), C=1C=CC(=CC1)/C=C/C(=O)/C=C/C2=CC=CC=C2.C=1C=CC(=CC1)/C=C/C(=O)/C=C/C2=CC=CC=C2.C=1C=CC(=CC1)/C=C/C(=O)/C=C/C2=CC=CC=C2.[Pd].[Pd] (Pd2(dba)3). Run in C1(=CC=CC=C1)C (toluene). The product is N (NH3), C(C)N(CCNC(=O)C1=NC=C(C=C1)NC=1C=2N(C(=CN1)Br)C=CN2)CC (5-(5-Bromo-imidazo[1,2-a]pyrazin-8-ylamino)-pyridine-2-carboxylic acid (2-diethylamino-ethyl)-amide). Isolated yield 72.0%. RXN SMILES: OC1C=CC(C[NH:7]C(=O)C2C=CC(NC3C4N(C=CN=4)C(C4C=NNC=4)=CN=3)=CC=2)=CC=1.[Br:33][C:34]1[N:39]2[CH:40]=[CH:41][N:42]=[C:38]2[C:37](Br)=[N:36][CH:35]=1.[CH2:44]([N:46]([CH2:59][CH3:60])[CH2:47][CH2:48][NH:49][C:50]([C:52]1[CH:57]=[CH:56][C:55]([NH2:58])=[CH:54][N:53]=1)=[O:51])[CH3:45].CC([O-])(C)C.[Na+]>C1C=CC(/C=C/C(/C=C/C2C=CC=CC=2)=O)=CC=1.C1C=CC(/C=C/C(/C=C/C2C=CC=CC=2)=O)=CC=1.C1C=CC(/C=C/C(/C=C/C2C=CC=CC=2)=O)=CC=1.[Pd].[Pd].CC1(C)C2C(=C(P(C3C=CC=CC=3)C3C=CC=CC=3)C=CC=2)OC2C(P(C3C=CC=CC=3)C3C=CC=CC=3)=CC=CC1=2.C1(C)C=CC=CC=1>[NH3:7].[CH2:59]([N:46]([CH2:44][CH3:45])[CH2:47][CH2:48][NH:49][C:50]([C:52]1[CH:57]=[CH:56][C:55]([NH:58][C:37]2[C:38]3[N:39]([CH:40]=[CH:41][N:42]=3)[C:34]([Br:33])=[CH:35][N:36]=2)=[CH:54][N:53]=1)=[O:51])[CH3:60] |f:3.4,5.6.7.8.9|. Procedure details: In the same way as described for Compound 90, step 1, using 5,8-dibromoimidazo[1,2-a]pyrazine (0.272 g, 0.982 mmol), 5-amino-pyridine-2-carboxylic acid (2-diethylamino-ethyl)-amide (0.197 g, 0.835 mmol), NaOtBu (0.132 g, 1.37 mmol), Pd2(dba)3 (18 mg, 0.02 mmol), Xantphos (22 mg, 0.038 mmol) and toluene (3 mL). The crude material is purified by silica gel column chromatography eluting with DCM followed by 94:6 DCM:NH3 (7M in MeOH) to afford the title compound (0.263 g, 72%). HPLC (254 nm) Rt 2.09... Starting materials: O1C(CC/C(=C/CC/C(=C/C(=O)N)/C)/C)C1(C)C ((E,E)-10,11-epoxy-3,7,11-trimethyl-2,6-dodecadienamide), CC(C)[O-].CC(C)[O-].CC(C)[O-].[Al+3] (aluminum isopropylate), Cl (hydrochloric acid). The solvent is C1(=CC=CC=C1)C (toluene). The product is OC(CC/C(=C/CC/C(=C/C(=O)N)/C)/C)C(=C)C ((E,E)-10-hydroxy-3,7,11-trimethyl-2,6,11-dodecatrienamide). As a reaction SMILES: [O:1]1[C:16]([CH3:18])([CH3:17])[CH:2]1[CH2:3][CH2:4]/[C:5](/[CH3:15])=[CH:6]/[CH2:7][CH2:8]/[C:9](/[CH3:14])=[CH:10]/[C:11]([NH2:13])=[O:12].CC([O-])C.CC([O-])C.CC([O-])C.[Al+3].Cl>C1(C)C=CC=CC=1>[OH:1][CH:2]([C:16]([CH3:18])=[CH2:17])[CH2:3][CH2:4]/[C:5](/[CH3:15])=[CH:6]/[CH2:7][CH2:8]/[C:9](/[CH3:14])=[CH:10]/[C:11]([NH2:13])=[O:12] |f:1.2.3.4|. Procedure: A solution of 4.8 g of (E,E)-10,11-epoxy-3,7,11-trimethyl-2,6-dodecadienamide in 70 ml of toluene is treated with 4.48 g of aluminum isopropylate, whereupon the mixture is boiled under reflux for 4.5 hours. The cooled reaction mixture is poured into a mixture of 2N hydrochloric acid and ice, whereupon the mixture is extracted with 2×100 ml of ether. The combined organic extracts are washed with water and with saturated sodium bicarbonate solution, dried over sodium sulphate, filtered and evapora... Procedure details: The title compound was prepared from 3-ethynyl-6-(4-trifluoromethyl-phenyl)-imidazo[1,2-a]pyridine (example C.24) (300 mg, 1.0 mmol) and commercially available 2-amino-5-iodopyrimidine (230 mg, 1.0 mmol) according to general procedure II. Obtained as a yellow solid (270 mg, 67%). MS (ISP) 380.3 [(M+H)+]; mp 244-246° C. Yield: 67.0%. As a reaction SMILES: [C:1]([C:3]1[N:7]2[CH:8]=[C:9]([C:12]3[CH:17]=[CH:16][C:15]([C:18]([F:21])([F:20])[F:19])=[CH:14][CH:13]=3)[CH:10]=[CH:11][C:6]2=[N:5][CH:4]=1)#[CH:2].[NH2:22][C:23]1[N:28]=[CH:27][C:26](I)=[CH:25][N:24]=1>>[F:19][C:18]([F:20])([F:21])[C:15]1[CH:16]=[CH:17][C:12]([C:9]2[CH:10]=[CH:11][C:6]3[N:7]([C:3]([C:1]#[C:2][C:26]4[CH:25]=[N:24][C:23]([NH2:22])=[N:28][CH:27]=4)=[CH:4][N:5]=3)[CH:8]=2)=[CH:13][CH:14]=1. Starting materials: C(#C)C1=CN=C2N1C=C(C=C2)C2=CC=C(C=C2)C(F)(F)F (3-ethynyl-6-(4-trifluoromethyl-phenyl)-imidazo[1,2-a]pyridine), NC1=NC=C(C=N1)I (2-amino-5-iodopyrimidine). The product is FC(C1=CC=C(C=C1)C=1C=CC=2N(C1)C(=CN2)C#CC=2C=NC(=NC2)N)(F)F (5-[6-(4-Trifluoromethyl-phenyl)-imidazo[1,2-a]pyridin-3-ylethynyl]-pyrimidin-2-ylamine), solid. The reactants are IC=1C=C2C(NC=NC2=CC1)=O (6-Iodoquinazolin-4(3H)-one), O=P(Cl)(Cl)Cl (POCl3). The product is ClC1=NC=NC2=CC=C(C=C12)I (4-Chloro-6-iodoquinazoline). RXN SMILES: [I:1][C:2]1[CH:3]=[C:4]2[C:9](=[CH:10][CH:11]=1)[N:8]=[CH:7][NH:6][C:5]2=O.O=P(Cl)(Cl)[Cl:15]>>[Cl:15][C:5]1[C:4]2[C:9](=[CH:10][CH:11]=[C:2]([I:1])[CH:3]=2)[N:8]=[CH:7][N:6]=1. Procedure: 6-Iodoquinazolin-4(3H)-one (10 g, 37 mmol) was refluxed in POCl3 (100 mL) overnight. Then POCl3 was removed in vacuo. The residue was dissolved in CH2Cl2 (500 mL). The organic phase was washed with water (100 mL) and dried (MgSO4). Then CH2Cl2 was removed in vacuo and 1404-174 was obtained (5.7 g, 53%): LC-MS: 291 [M+1]+, 1H NMR (CDCl3): δ 7.81 (d, J=9.0 Hz, 1 H), 8.21 (dd, J=9.0 Hz, J2=1.8 Hz, 1 H), 8.65 (d, J=1.8 Hz, 1 H), 9.06 (s, 1 H). Reactants: OC(CBr)c1c(F)c(F)c(F)c(F)c1F, CCCC[SnH](CCCC)CCCC, CCCCCC. The product is CC(O)c1c(F)c(F)c(F)c(F)c1F. Reaction SMILES: [Br:1][CH2:2][CH:3]([OH:4])[c:5]1[c:6]([F:15])[c:7]([F:14])[c:8]([F:13])[c:9]([F:12])[c:10]1[F:11].[CH2:16]([SnH:17]([CH2:18][CH2:19][CH2:20][CH3:21])[CH2:22][CH2:23][CH2:24][CH3:25])[CH2:26][CH2:27][CH3:28].[CH3:29][CH2:30][CH2:31][CH2:32][CH2:33][CH3:34]>>[CH3:2][CH:3]([OH:4])[c:5]1[c:6]([F:15])[c:7]([F:14])[c:8]([F:13])[c:9]([F:12])[c:10]1[F:11]. Yields the product COC(=O)C1=CC2=C(N(C(=N2)NC=2SC3=C(N2)C=CC(=C3)S(=O)(=O)C)C)C=C1 (2-(6-Methanesulfonyl-benzothiazol-2-ylamino)-1-methyl-1H-benzoimidazole-5-carboxylic acid methyl ester). Reactants: COC(C1=CC(=C(C=C1)NC)N)=O (3-amino-4-methylamino-benzoic acid methyl ester), NC=1SC2=C(N1)C=CC(=C2)S(=O)(=O)C (2-amino-6-methanesulfonyl-benzothiazole), C(=S)(N1C=NC=C1)N1C=NC=C1 (1,1′-thiocarbonyldiimidazole). Procedure details: 2-(6-Methanesulfonyl-benzothiazol-2-ylamino)-1-methyl-1H-benzoimidazole-5-carboxylic acid methyl ester (1.64 g) was prepared by following General Procedure D starting from 3-amino-4-methylamino-benzoic acid methyl ester (0.9 g), 2-amino-6-methanesulfonyl-benzothiazole (1.14 g), 1,1′-thiocarbonyldiimidazole (1.07 g), and EDC (1.15 g). LC/MS: m/z 418. Run in C(CCl)Cl (EDC). The yield is 78.9%. As a reaction SMILES: [CH3:1][O:2][C:3](=[O:13])[C:4]1[CH:9]=[CH:8][C:7]([NH:10][CH3:11])=[C:6]([NH2:12])[CH:5]=1.[NH2:14][C:15]1[S:16][C:17]2[CH:23]=[C:22]([S:24]([CH3:27])(=[O:26])=[O:25])[CH:21]=[CH:20][C:18]=2[N:19]=1.[C:28](N1C=CN=C1)(N1C=CN=C1)=S>C(Cl)CCl>[CH3:1][O:2][C:3]([C:4]1[CH:9]=[CH:8][C:7]2[N:10]([CH3:28])[C:11]([NH:14][C:15]3[S:16][C:17]4[CH:23]=[C:22]([S:24]([CH3:27])(=[O:26])=[O:25])[CH:21]=[CH:20][C:18]=4[N:19]=3)=[N:12][C:6]=2[CH:5]=1)=[O:13]. Reactants: CC(=O)c1ccc(OCc2ccc(C(O)c3cccc(C#N)c3)cc2)c(C)c1O, CCN(CC)S(F)(F)F, ClCCl, O. Product: CC(=O)c1ccc(OCc2ccc(C(F)c3cccc(C#N)c3)cc2)c(C)c1O. As a reaction SMILES: [C:1]([CH3:2])(=[O:3])[c:4]1[c:5]([OH:29])[c:6]([CH3:28])[c:7]([O:8][CH2:9][c:10]2[cH:11][cH:12][c:13]([CH:16]([c:17]3[cH:18][c:19]([C:20]#[N:21])[cH:22][cH:23][cH:24]3)[OH:25])[cH:14][cH:15]2)[cH:26][cH:27]1.[CH2:33]([N:34]([S:35]([F:36])([F:37])[F:39])[CH2:38][CH3:40])[CH3:41].[Cl:30][CH2:31][Cl:32].[OH2:42]>>[C:1]([CH3:2])(=[O:3])[c:4]1[c:5]([OH:29])[c:6]([CH3:28])[c:7]([O:8][CH2:9][c:10]2[cH:11][cH:12][c:13]([CH:16]([c:17]3[cH:18][c:19]([C:20]#[N:21])[cH:22][cH:23][cH:24]3)[F:39])[cH:14][cH:15]2)[cH:26][cH:27]1.